This data is from the Open Reaction Database (ORD), a public repository of structured organic reaction records. The task is: describe an organic reaction: reactants, conditions, products, and yield Starting materials: FC(C(CC(C(F)(F)F)=O)=O)(F)F (1,1,1,5,5,5-hexafluoro-2,4-pentanedione), NC1=NNC(=N1)SCC1=CC=CC=C1 (3-amino-5-benzylthio-1,2,4-triazole). The solvent is C(C)(=O)O (acetic acid). The product is C(C1=CC=CC=C1)SC1=NN2C(N=C(C=C2C(F)(F)F)C(F)(F)F)=N1 (2-benzylthio-5,7-bis-(trifluoromethyl)-1,2,4-triazolo[1,5-a]pyrimidine). Isolated yield 93.8%. RXN SMILES: [F:1][C:2]([F:13])([F:12])[C:3](=O)[CH2:4][C:5](=O)[C:6]([F:9])([F:8])[F:7].[NH2:14][C:15]1[N:19]=[C:18]([S:20][CH2:21][C:22]2[CH:27]=[CH:26][CH:25]=[CH:24][CH:23]=2)[NH:17][N:16]=1>C(O)(=O)C>[CH2:21]([S:20][C:18]1[N:19]=[C:15]2[N:14]=[C:5]([C:6]([F:9])([F:8])[F:7])[CH:4]=[C:3]([C:2]([F:13])([F:12])[F:1])[N:16]2[N:17]=1)[C:22]1[CH:23]=[CH:24][CH:25]=[CH:26][CH:27]=1. Procedure: A solution of 20.8 g (0.100 mol) of 1,1,1,5,5,5-hexafluoro-2,4-pentanedione and 20.6 g (0.100 mol) of 3-amino-5-benzylthio-1,2,4-triazole in 150 ml of glacial acetic acid was heated at reflux for 14 hours. The solution was cooled to room temperature and poured over ice. The solid which separated was collected by filtration, washed with water and dried in vacuo to yield 35.5 g (94%) of the desired product as a pale yellow solid, m.p. 78.5°-80.5° C. IR, 1H NMR and 19F NMR spectra were in agreement... The reactants are [OH-].[Na+] (NaOH), C(C)(C)(C)OC(C1=CC=C(C=C1)Br)=O (4-bromobenzoic acid tert.-butyl ester), CC(C)(C#C)O (2-methyl-3-butyn-2-ol), C1(=CC=CC=C1)P(C1=CC=CC=C1)C1=CC=CC=C1 (triphenylphosphine), C1(=CC=CC=C1)C (toluene). Reagents/catalysts: [Cl-].C(C1=CC=CC=C1)[N+](CC)(CC)CC (benzyl triethylammonium chloride), [Cu]I (copper(I)iodide). Yields the product C(C)(C)(C)OC(=O)C1=CC=C(C=C1)C#CC1=CC=C(C=C1)C(=O)OC(C)(C)C (4,4'-tolan-dicarboxylic acid di-tert.-butyl ester). RXN SMILES: [C:1]([O:5][C:6](=[O:14])[C:7]1[CH:12]=[CH:11][C:10](Br)=[CH:9][CH:8]=1)([CH3:4])([CH3:3])[CH3:2].[CH3:15][C:16]([OH:20])([C:18]#C)[CH3:17].C1(P([C:34]2[CH:39]=CC=CC=2)C2C=CC=CC=2)C=CC=CC=1.[OH-:40].[Na+].[C:42]1([CH3:48])[CH:47]=[CH:46][CH:45]=[CH:44][CH:43]=1>[Cl-].C([N+](CC)(CC)CC)C1C=CC=CC=1.[Cu]I>[C:16]([O:20][C:48]([C:42]1[CH:47]=[CH:46][C:45]([C:39]#[C:34][C:10]2[CH:11]=[CH:12][C:7]([C:6]([O:5][C:1]([CH3:4])([CH3:3])[CH3:2])=[O:14])=[CH:8][CH:9]=2)=[CH:44][CH:43]=1)=[O:40])([CH3:18])([CH3:17])[CH3:15] |f:3.4,6.7|. Procedure: A mixture of 514 g of 4-bromobenzoic acid tert.-butyl ester, 88.25 g of 2-methyl-3-butyn-2-ol and 74.5 g of triphenylphosphine in 1250 ml of toluene is added to 7.1 g of benzyl triethylammonium chloride, 9.55 g of copper(I)iodide and 14 g of (Pφ3)2PdCl2 and the reaction mixture is stirred at reflux for 48 hours after the addition of 750 ml of 5.5 N NaOH. The organic phase is separated off, dried and concentrated by evaporation. 430 g of moist crude product are stirred up in 550 ml of methanol an... The reactants are FC1=C(C=O)C=C(C=C1)OC (2-fluoro-5-methoxybenzaldehyde), ClC=1C=NNC1 (4-chloro-1H-pyrazole), C(=O)([O-])[O-].[K+].[K+] (K2CO3). Solvent: CS(=O)C (DMSO), O (H2O). Conditions: temperature 100 celsius. Product: ClC=1C=NN(C1)C1=C(C=O)C=C(C=C1)OC (2-(4-chloro-pyrazol-1-yl)-5-methoxy-benzaldehyde). Reaction SMILES: F[C:2]1[CH:9]=[CH:8][C:7]([O:10][CH3:11])=[CH:6][C:3]=1[CH:4]=[O:5].[Cl:12][C:13]1[CH:14]=[N:15][NH:16][CH:17]=1.C([O-])([O-])=O.[K+].[K+]>CS(C)=O.O>[Cl:12][C:13]1[CH:14]=[N:15][N:16]([C:2]2[CH:9]=[CH:8][C:7]([O:10][CH3:11])=[CH:6][C:3]=2[CH:4]=[O:5])[CH:17]=1 |f:2.3.4|. Procedure details: To a solution of 2-fluoro-5-methoxybenzaldehyde (450 mg, 2.92 mmol) in DMSO (13 mL) are added 4-chloro-1H-pyrazole (450 mg, 4.39 mmol) and K2CO3 (810 mg, 5.84 mmol) at room temperature. The solution is heated to 100° C. for 1.5 hours. The solution is cooled down and is diluted with H2O (150 mL) and extracted with EtOAc (3×). The combined organic layers are dried with MgSO4 and filtered. The filtrate is concentrated and the residue is purified by silica gel flash column chromatography with 5-25% ...